Task: describe an organic reaction: reactants, conditions, products, and yield. Dataset: the Open Reaction Database (ORD), a public repository of structured organic reaction records Starting materials: C(C(C)(C)C)(=O)CC#N (pivaloylacetonitrile), Cl.C1(=CC=C(C=C1)NN)C (p-tolylhydrazine hydrochloride), CCCCCCC (Heptane). RXN SMILES: [C:1]([CH2:7][C:8]#[N:9])(=O)[C:2]([CH3:5])([CH3:4])[CH3:3].[ClH:10].[C:11]1([CH3:19])[CH:16]=[CH:15][C:14]([NH:17][NH2:18])=[CH:13][CH:12]=1.CCCCCCC>CO>[ClH:10].[NH2:9][C:8]1[N:17]([C:14]2[CH:15]=[CH:16][C:11]([CH3:19])=[CH:12][CH:13]=2)[N:18]=[C:1]([C:2]([CH3:5])([CH3:4])[CH3:3])[CH:7]=1 |f:1.2,5.6|. Reported procedure: A solution of pivaloylacetonitrile (750 g, 6.0 mol) and p-tolylhydrazine hydrochloride (660 g, 4.2 mol) in methanol (2.8 L) was refluxed for 3 h. Heptane was added, and methanol was removed by distillation. The product was crystallized from the solution, collected by filtration and dried in vacuum oven to constant weight. Yield: 1.05 kg, 94%. 1H NMR □CDCl3) 7.50 (d, 2H), 7.30 (d, 2H), 5.60 (s, 1H), 2.45 (s, 3H), 1.40 (s, 9H). MS (CI) m/z 229 (M++H). Product: Cl.NC1=CC(=NN1C1=CC=C(C=C1)C)C(C)(C)C (5-Amino-3-t-butyl-1-p-tolylpyrazole hydrochloride). The solvent is CO (methanol). The reactants are C[O-], CO, COC1C(O)C(CO)OC1n1cc(C)c2c(=O)[nH]c(N)nc21, [Na+]. Yields the product COc1nc(N)nc2c1c(C)cn2C1OC(CO)C(O)C1OC. RXN SMILES: [CH3:23][O-:24].[CH3:26][OH:27].[NH2:1][c:2]1[nH:3][c:4](=[O:22])[c:5]2[c:6]([n:7]1)[n:8]([CH:12]1[CH:13]([O:14][CH3:15])[CH:16]([OH:17])[CH:18]([CH2:20][OH:21])[O:19]1)[cH:9][c:10]2[CH3:11].[Na+:25]>>[NH2:1][c:2]1[n:3][c:4]([O:22][CH3:23])[c:5]2[c:6]([n:7]1)[n:8]([CH:12]1[CH:13]([O:14][CH3:15])[CH:16]([OH:17])[CH:18]([CH2:20][OH:21])[O:19]1)[cH:9][c:10]2[CH3:11]. Starting materials: CC1=CC=CC(=N1)C(C=C)O (α-(6-methyl-2-pyridyl)-2-propenol), CC1=CC=CC(=N1)C(C#N)C=C (2-(6-methyl-2-pyridyl)-3-butenenitrile), S (hydrogen sulfide), S(=O)(Cl)Cl (thionyl chloride), ClC(C=C)C1=NC(=CC=C1)C (2-(1-chloro-2-propenyl)-6-methylpyridine), [C-]#N.[Na+] (sodium cyanide). The product is CC1=CC=CC(=N1)C(C(=S)N)C=C (2-(6-methyl-2-pyridyl)-3-thiobutenamide). Reaction SMILES: CC1N=C(C(O)C=C)C=CC=1.S(Cl)(Cl)=O.ClC(C1C=CC=C(C)N=1)C=C.[C-]#N.[Na+].[CH3:30][C:31]1[N:36]=[C:35]([CH:37]([CH:40]=[CH2:41])[C:38]#[N:39])[CH:34]=[CH:33][CH:32]=1.[SH2:42]>>[CH3:30][C:31]1[N:36]=[C:35]([CH:37]([CH:40]=[CH2:41])[C:38]([NH2:39])=[S:42])[CH:34]=[CH:33][CH:32]=1 |f:3.4|. Procedure: By the procedures described in Example 9, α-(6-methyl-2-pyridyl)-2-propenol is treated with thionyl chloride, the resulting 2-(1-chloro-2-propenyl)-6-methylpyridine is reacted with sodium cyanide and the 2-(6-methyl-2-pyridyl)-3-butenenitrile is treated with hydrogen sulfide to give 2-(6-methyl-2-pyridyl)-3-thiobutenamide.